From a dataset of the Open Reaction Database (ORD), a public repository of structured organic reaction records. describe an organic reaction: reactants, conditions, products, and yield The reactants are FC1=CC=C(C=C1)C(O)(C1CCNCC1)C1=CC=C(C=C1)F ([α,α-bis(p-fluorophenyl)]-4-piperidinemethanol), ClCCCOC1=CC=C(C=C1)C(C)=O (1-[4-(3-chloropropoxy)phenyl]ethanone). The reagents and catalysts are [I-].[K+] (potassium iodide). The product is CC(C)O.FC1=CC=C(C=C1)C(C1CCN(CC1)CCCOC1=CC=C(C=C1)C(C)=O)(O)C1=CC=C(C=C1)F (1-[4-[3-[4-[Bis(4-fluorophenyl)hydroxymethyl]-1-piperidinyl]propoxy]-phenyl]ethanone compound with 2propanol). Yield: 71.0%. RXN SMILES: [F:1][C:2]1[CH:7]=[CH:6][C:5]([C:8]([C:16]2[CH:21]=[CH:20][C:19]([F:22])=[CH:18][CH:17]=2)([CH:10]2[CH2:15][CH2:14][NH:13][CH2:12][CH2:11]2)[OH:9])=[CH:4][CH:3]=1.Cl[CH2:24][CH2:25][CH2:26][O:27][C:28]1[CH:33]=[CH:32][C:31]([C:34](=[O:36])[CH3:35])=[CH:30][CH:29]=1>[I-].[K+]>[CH3:5][CH:8]([OH:9])[CH3:10].[F:1][C:2]1[CH:7]=[CH:6][C:5]([C:8]([C:16]2[CH:17]=[CH:18][C:19]([F:22])=[CH:20][CH:21]=2)([OH:9])[CH:10]2[CH2:11][CH2:12][N:13]([CH2:24][CH2:25][CH2:26][O:27][C:28]3[CH:33]=[CH:32][C:31]([C:34](=[O:36])[CH3:35])=[CH:30][CH:29]=3)[CH2:14][CH2:15]2)=[CH:4][CH:3]=1 |f:2.3,4.5|. Procedure: Following the procedure of Example 1, [α,α-bis(p-fluorophenyl)]-4-piperidinemethanol and 1-[4-(3-chloropropoxy)phenyl]ethanone were reacted using potassium iodide catalyst to give the free base of the title compound which when recrystallized from isopropyl alcohol gave the white title compound in 71% yield, m.p. 72°-84° C. Reactants: ClC1=C(C(=O)O)C=CC(=C1)F (2-chloro-4-fluorobenzoic acid), [N+](=O)(O)[O-] (nitric acid), S(O)(O)(=O)=O (sulfuric acid), ice water. The solvent is Cl (hydrochloric acid). Conditions: temperature 40 celsius, time 1 hour. Yields the product ClC1=C(C(=O)O)C=C(C(=C1)F)[N+](=O)[O-] (2-chloro-4-fluoro-5-nitrobenzoic acid). Yield: 86.2%. RXN SMILES: [Cl:1][C:2]1[CH:10]=[C:9]([F:11])[CH:8]=[CH:7][C:3]=1[C:4]([OH:6])=[O:5].[N+:12]([O-])([OH:14])=[O:13].S(=O)(=O)(O)O>Cl>[Cl:1][C:2]1[CH:10]=[C:9]([F:11])[C:8]([N+:12]([O-:14])=[O:13])=[CH:7][C:3]=1[C:4]([OH:6])=[O:5]. Procedure: First, 50 g (0.29 mol) of 2-chloro-4-fluorobenzoic acid was dissolved in 150 ml of hydrochloric acid at room temperature, to which a mixed acid of 28 ml (0.31 mol) of fuming nitric acid and 56 ml of concentrated sulfuric acid was added dropwise at 35° to 45° C. Then, the solution was stirred at 40° C. for 1 hour and poured into 250 ml of ice-water. The precipitated crystals were collected by filtration and recrystallized from a mixed solution of hexane and ethyl acetate, which afforded 55 g (0.2... Conditions: time 10 minute. Starting materials: N1C(=O)NC(=O)CC1=O (barbituric acid), C(=O)C1=CN(C2=CC=CC=C12)CC1=CC=C(C#N)C=C1 (4-((3-formyl-1H-indol-1-yl)methyl)benzonitrile). Yields the product O=C1NC(C(C(N1)=O)=CC1=CN(C2=CC=CC=C12)CC1=CC=C(C#N)C=C1)=O (4-((3-((2,4,6-trioxotetrahydropyrimidin-5(6H)-ylidene)methyl)-1H-indol-1-yl)meth-yl)benzonitrile). Run in CO (methanol). RXN SMILES: [NH:1]1[C:8](=[O:9])[CH2:7][C:5](=[O:6])[NH:4][C:2]1=[O:3].[CH:10]([C:12]1[C:20]2[C:15](=[CH:16][CH:17]=[CH:18][CH:19]=2)[N:14]([CH2:21][C:22]2[CH:29]=[CH:28][C:25]([C:26]#[N:27])=[CH:24][CH:23]=2)[CH:13]=1)=O>CO>[O:3]=[C:2]1[NH:4][C:5](=[O:6])[C:7](=[CH:10][C:12]2[C:20]3[C:15](=[CH:16][CH:17]=[CH:18][CH:19]=3)[N:14]([CH2:21][C:22]3[CH:23]=[CH:24][C:25]([C:26]#[N:27])=[CH:28][CH:29]=3)[CH:13]=2)[C:8](=[O:9])[NH:1]1. Procedure: A mixture of barbituric acid (1.28 g; 0.01 mol) and 4-((3-formyl-1H-indol-1-yl)methyl)benzonitrile (2.60 g; 0.01 mol) in methanol (50 ml) were stirred at room temperature. After 10 min the reaction mixture became a solid suspension and the color of reaction mixture changed to yellow color solid suspension. The suspension continued to stir at room temperature for 5 hrs. Solid product was separated by filtration and washed several times with cold methanol (3×5 ml). The isolated yellow solid recrys...